From a dataset of the Open Reaction Database (ORD), a public repository of structured organic reaction records. describe an organic reaction: reactants, conditions, products, and yield The reagents and catalysts are C1=CC=C(C=C1)P([C-]2C=CC=C2)C3=CC=CC=C3.C1=CC=C(C=C1)P([C-]2C=CC=C2)C3=CC=CC=C3.Cl[Pd]Cl.[Fe+2].C(Cl)Cl (PdCl2(dppf) CH2Cl2). Reactants: BrC1=CC2=C(N(C(C3=C(N=CC=C23)C)=O)C)C=C1OC[C@H](CC1CC1)NC(OC(C)(C)C)=O ((S)-tert-butyl (1-((9-bromo-4,6-dimethyl-5-oxo-5,6-dihydrobenzo[c][2,7]naphthyridin-8-yl)oxy)-3-cyclopropylpropan-2-yl)carbamate), CB1OB(OB(O1)C)C (trimethylboroxine), C([O-])([O-])=O.[Cs+].[Cs+] (cesium carbonate), O1CCOCC1 (1,4-dioxane). Reported procedure: An ambient temperature mixture of (S)-tert-butyl (1-((9-bromo-4,6-dimethyl-5-oxo-5,6-dihydrobenzo[c][2,7]naphthyridin-8-yl)oxy)-3-cyclopropylpropan-2-yl)carbamate (51 mg, 0.099 mmol), trimethylboroxine (0.015 mL, 0.109 mmol), PdCl2(dppf)-CH2Cl2 Adduct (8.06 mg, 9.88 μmol), cesium carbonate (64.4 mg, 0.198 mmol), 1,4-dioxane (1 mL), and water (0.33 mL) was charged to a pressure rated vial and purged with a stream of nitrogen for 10 minutes. The vial was sealed and stirred under nitrogen at 75° C.... As a reaction SMILES: Br[C:2]1[C:18]([O:19][CH2:20][C@@H:21]([NH:26][C:27](=[O:33])[O:28][C:29]([CH3:32])([CH3:31])[CH3:30])[CH2:22][CH:23]2[CH2:25][CH2:24]2)=[CH:17][C:5]2[N:6]([CH3:16])[C:7](=[O:15])[C:8]3[C:13]([C:4]=2[CH:3]=1)=[CH:12][CH:11]=[N:10][C:9]=3[CH3:14].[CH3:34]B1OB(C)OB(C)O1.C(=O)([O-])[O-].[Cs+].[Cs+].O1CCOCC1>C1C=CC(P(C2C=CC=CC=2)[C-]2C=CC=C2)=CC=1.C1C=CC(P(C2C=CC=CC=2)[C-]2C=CC=C2)=CC=1.Cl[Pd]Cl.[Fe+2].C(Cl)Cl.O>[CH:23]1([CH2:22][C@H:21]([NH:26][C:27](=[O:33])[O:28][C:29]([CH3:32])([CH3:31])[CH3:30])[CH2:20][O:19][C:18]2[C:2]([CH3:34])=[CH:3][C:4]3[C:13]4[C:8](=[C:9]([CH3:14])[N:10]=[CH:11][CH:12]=4)[C:7](=[O:15])[N:6]([CH3:16])[C:5]=3[CH:17]=2)[CH2:25][CH2:24]1 |f:2.3.4,6.7.8.9.10|. Isolated yield 91.9%. The product is C1(CC1)C[C@@H](COC=1C(=CC2=C(N(C(C3=C(N=CC=C23)C)=O)C)C1)C)NC(OC(C)(C)C)=O ((S)-tert-butyl (1-cyclopropyl-3-((4,6,9-trimethyl-5-oxo-5,6-dihydrobenzo[c][2,7]naphthyridin-8-yl)oxy)propan-2-yl)carbamate). Run at temperature 75 celsius, time 12 hour. The solvent is O (water). The reactants are Cc1ccc2c(c1)C(=O)OC2=O, CCOC(C)=O, CCCCCC, CC(=O)O, CCOc1cc(C(N)CC(=O)O)ccc1OC, O. Yields the product CCOc1cc(C(CC(=O)O)N2C(=O)c3ccc(C)cc3C2=O)ccc1OC. As a reaction SMILES: [CH3:18][c:19]1[cH:20][c:21]2[c:22]([cH:28][cH:29]1)[C:23](=[O:24])[O:25][C:26]2=[O:27].[CH3:30][CH2:31][O:32][C:33](=[O:34])[CH3:35].[CH3:36][CH2:37][CH2:38][CH2:39][CH2:40][CH3:41].[CH3:42][C:43](=[O:44])[OH:45].[NH2:1][CH:2]([CH2:3][C:4](=[O:5])[OH:6])[c:7]1[cH:8][c:9]([O:15][CH2:16][CH3:17])[c:10]([O:13][CH3:14])[cH:11][cH:12]1.[OH2:46]>>[N:1]1([CH:2]([CH2:3][C:4](=[O:5])[OH:6])[c:7]2[cH:8][c:9]([O:15][CH2:16][CH3:17])[c:10]([O:13][CH3:14])[cH:11][cH:12]2)[C:23](=[O:24])[c:22]2[c:21]([cH:20][c:19]([CH3:18])[cH:29][cH:28]2)[C:26]1=[O:25]. Starting materials: COC1=C(C2=CC=C(C=C2C=C1)C1=CC(=CC=C1)OC)C=1C=C(C=CC1)S(=O)(=O)NC=1SC=CN1 (3-(2-methoxy-6-(3-methoxyphenyl)naphthalene-1-yl)-N-(thiazol-2-yl)benzenesulfonamide), B(Br)(Br)Br (boron tribromide). Isolated yield 27.0%. Procedure: The compound is prepared by the reaction of 3-(2-methoxy-6-(3-methoxyphenyl)naphthalene-1-yl)-N-(thiazol-2-yl)benzenesulfonamide (75.3 mg, 0.15 mmol, 1 eq) with boron tribromide solution (14.1 ml, 14.1 mmol, 5 eq) according to method G. Purification by preparative thin-layer chromatography with dichloromethane/methanol 92.5/7.5 as the eluent yielded the desired compound in a yield of 27%, 19 mg. As a reaction SMILES: C[O:2][C:3]1[CH:12]=[CH:11][C:10]2[C:5](=[CH:6][CH:7]=[C:8]([C:13]3[CH:18]=[CH:17][CH:16]=[C:15]([O:19]C)[CH:14]=3)[CH:9]=2)[C:4]=1[C:21]1[CH:22]=[C:23]([S:27]([NH:30][C:31]2[S:32][CH:33]=[CH:34][N:35]=2)(=[O:29])=[O:28])[CH:24]=[CH:25][CH:26]=1.B(Br)(Br)Br>>[OH:2][C:3]1[CH:12]=[CH:11][C:10]2[C:5](=[CH:6][CH:7]=[C:8]([C:13]3[CH:18]=[CH:17][CH:16]=[C:15]([OH:19])[CH:14]=3)[CH:9]=2)[C:4]=1[C:21]1[CH:22]=[C:23]([S:27]([NH:30][C:31]2[S:32][CH:33]=[CH:34][N:35]=2)(=[O:29])=[O:28])[CH:24]=[CH:25][CH:26]=1. The product is OC1=C(C2=CC=C(C=C2C=C1)C1=CC(=CC=C1)O)C=1C=C(C=CC1)S(=O)(=O)NC=1SC=CN1 (3-(2-Hydroxy-6-(3-hydroxyphenyl)naphthalene-1-yl)-N-(thiazol-2-yl)-benzenesulfonamide). Starting materials: NC1=C(C(=NC=N1)N[C@@H](C)C1=NN2C(C(N1C1=CC=CC=C1)=O)=C(C=C2)C)I ((S)-2-(1-((6-Amino-5-iodopyrimidin-4-yl)amino)ethyl)-5-methyl-3-phenylpyrrolo[2,1-f][1,2,4]triazin-4(3H)-one), CC1(OB(OC1(C)C)C=1C=NC(=NC1)N)C (5-(4,4,5,5-tetramethyl-1,3,2-dioxaborolan-2-yl)pyrimidin-2-amine), C([O-])([O-])=O.[Na+].[Na+] (sodium carbonate). The product is NC1=NC=C(C=N1)C=1C(=NC=NC1N)N[C@@H](C)C1=NN2C(C(N1C1=CC=CC=C1)=O)=C(C=C2)C ((S)-2-(1-((2′,6-Diamino-[5,5′-bipyrimidin]-4-yl)amino)ethyl)-5-methyl-3-phenylpyrrolo[2,1-f][1,2,4]triazin-4(3H)-one). The yield is 19.1%. As a reaction SMILES: [NH2:1][C:2]1[N:7]=[CH:6][N:5]=[C:4]([NH:8][C@H:9]([C:11]2[N:16]([C:17]3[CH:22]=[CH:21][CH:20]=[CH:19][CH:18]=3)[C:15](=[O:23])[C:14]3=[C:24]([CH3:27])[CH:25]=[CH:26][N:13]3[N:12]=2)[CH3:10])[C:3]=1I.CC1(C)C(C)(C)OB([C:37]2[CH:38]=[N:39][C:40]([NH2:43])=[N:41][CH:42]=2)O1.C(=O)([O-])[O-].[Na+].[Na+]>>[NH2:43][C:40]1[N:41]=[CH:42][C:37]([C:3]2[C:4]([NH:8][C@H:9]([C:11]3[N:16]([C:17]4[CH:22]=[CH:21][CH:20]=[CH:19][CH:18]=4)[C:15](=[O:23])[C:14]4=[C:24]([CH3:27])[CH:25]=[CH:26][N:13]4[N:12]=3)[CH3:10])=[N:5][CH:6]=[N:7][C:2]=2[NH2:1])=[CH:38][N:39]=1 |f:2.3.4|. Procedure details: (S)-2-(1-((6-Amino-5-iodopyrimidin-4-yl)amino)ethyl)-5-methyl-3-phenylpyrrolo[2,1-f][1,2,4]triazin-4(3H)-one (50 mg, 0.10 mol) was treated with 5-(4,4,5,5-tetramethyl-1,3,2-dioxaborolan-2-yl)pyrimidin-2-amine (34 mg, 0.15 mmol), 1,1% bis(diphenylphosphino)ferrocene-palladium(II)dichloride dichloromethane complex (14 mg, 0.02 mol) and sodium carbonate (2M, 231 μl, 0.43 mol) according to the method described in Example 3 to give 13 mg (28% yield) of the title compound as a white solid. Purity 100%... Starting materials: FC(C(=O)O)(F)F (trifluoroacetic acid), C(C)(C)(C)OC(=O)NCC=1SC(=CN1)CN1C(C=2C(C1=O)=CC=CC2)=O (2-(N-t-butoxycarbonylamino)methyl-5-phthalimidomethylthiazole), C([O-])(O)=O.[Na+] (sodium bicarbonate). Conditions: temperature 100 celsius, time 1 hour. Yields the product C1(C=2C(C(N1CC1=CN3C(S1)=CN=C3)=O)=CC=CC2)=O (2-phthalimidomethylimidazo[5,1-b]thiazole). Yield: 33.1%. Reaction SMILES: FC(F)(F)C(O)=O.C(O[C:13]([NH:15][CH2:16][C:17]1[S:18][C:19]([CH2:22][N:23]2[C:27](=[O:28])[C:26]3=[CH:29][CH:30]=[CH:31][CH:32]=[C:25]3[C:24]2=[O:33])=[CH:20][N:21]=1)=O)(C)(C)C.C(=O)(O)[O-].[Na+]>>[C:27]1(=[O:28])[N:23]([CH2:22][C:19]2[S:18][C:17]3=[CH:16][N:15]=[CH:13][N:21]3[CH:20]=2)[C:24](=[O:33])[C:25]2=[CH:32][CH:31]=[CH:30][CH:29]=[C:26]12 |f:2.3|. Procedure details: A 25 ml potion of trifluoroacetic acid was added to 1.64 g of 2-(N-t-butoxycarbonylamino)methyl-5-phthalimidomethylthiazole under ice-cooling, and the mixture was then allowed to stand at room temperature for 1 hour. The solvent was evaporated under reduced pressure, and to the resulting residue, 75 ml of dichloromethane and 25 ml of an aqueous saturated sodium bicarbonate solution were added under ice-cooling, followed by stirring. After the aqueous layer was separated, the organic layer was si... Reactants: Cl.S1C2=C(C(=C1)CCCN1C(CN(CC1)C1=NC=CC=C1OC)C)C=CC=C2 (1-[3-(benzo[b]thien-3-yl)propyl]-4-(3-methoxy-2-pyridinyl)-2-methylpiperazine hydrochloride), S(=O)(=O)([O-])C1=CC=C(C)C=C1 (tosylate), COC=1C(=NC=NC1)N1CCNCC1 (1-(5-methoxy-4-pyrimidinyl)piperazine). Product: Cl.S1C2=C(C(=C1)CCCN1CCN(CC1)C1=NC=NC=C1OC)C=CC=C2 (1-[3-(benzo[b]thien-3-yl)propyl]-4-(5-methoxy-4-pyrimidinyl)piperazine hydrochloride). RXN SMILES: [ClH:1].[S:2]1[CH:6]=[C:5]([CH2:7][CH2:8][CH2:9][N:10]2[CH2:15][CH2:14][N:13]([C:16]3[C:21]([O:22][CH3:23])=[CH:20]C=[CH:18][N:17]=3)[CH2:12][CH:11]2C)[C:4]2[CH:25]=[CH:26][CH:27]=[CH:28][C:3]1=2.S(C1C=CC(C)=CC=1)([O-])(=O)=O.COC1C(N2CCNCC2)=[N:44]C=NC=1>>[ClH:1].[S:2]1[CH:6]=[C:5]([CH2:7][CH2:8][CH2:9][N:10]2[CH2:11][CH2:12][N:13]([C:16]3[C:21]([O:22][CH3:23])=[CH:20][N:44]=[CH:18][N:17]=3)[CH2:14][CH2:15]2)[C:4]2[CH:25]=[CH:26][CH:27]=[CH:28][C:3]1=2 |f:0.1,4.5|. Procedure: The title compound was prepared (1.03 g, 74%, mp 209°-212° C.) in a manner analogous to the preparation of 1-[3-(benzo[b]thien-3-yl)propyl]-4-(3-methoxy-2-pyridinyl)-2-methylpiperazine hydrochloride (Example 41) by the reaction of 3-benzo[b]thienepropanol tosylate with 1-(5-methoxy-4-pyrimidinyl)piperazine.